describe an organic reaction: reactants, conditions, products, and yield From a dataset of the Open Reaction Database (ORD), a public repository of structured organic reaction records. The reactants are C(C)(C)(C)OC(NC1=C(C=C(C(=C1)OCC(F)(F)F)C(F)(F)F)NC(CC(=O)C1=CC(=CC=C1)C=1C=NC=CC1C)=O)=O ([2-{3-[3-(4-methyl-pyridin-3-yl)-phenyl]-3-oxo-propionylamino}-5-(2,2,2-trifluoro-ethoxy)-4-trifluoromethyl-phenyl]-carbamic acid tert-butyl ester), C(=O)(C(F)(F)F)O (TFA). The solvent is C(Cl)Cl (CH2Cl2). Product: CC1=C(C=NC=C1)C=1C=C(C=CC1)C1=NC2=C(NC(C1)=O)C=C(C(=C2)OCC(F)(F)F)C(F)(F)F (4-[3-(4-Methyl-pyridin-3-yl)-phenyl]-7-(2,2,2-trifluoro-ethoxy)-8-trifluoromethyl-1,3-dihydro-benzo[b][1,4]diazepin-2-one), solid. The yield is 60.0%. Reaction SMILES: C(OC(=O)[NH:7][C:8]1[CH:13]=[C:12](OCC(F)(F)F)[C:11]([C:20]([F:23])([F:22])[F:21])=[CH:10][C:9]=1[NH:24][C:25](=[O:42])[CH2:26][C:27]([C:29]1[CH:34]=[CH:33][CH:32]=[C:31]([C:35]2[CH:36]=[N:37][CH:38]=[CH:39][C:40]=2[CH3:41])[CH:30]=1)=O)(C)(C)C.[C:44](O)([C:46]([F:49])([F:48])[F:47])=[O:45]>C(Cl)Cl>[CH3:41][C:40]1[CH:39]=[CH:38][N:37]=[CH:36][C:35]=1[C:31]1[CH:30]=[C:29]([C:27]2[CH2:26][C:25](=[O:42])[NH:24][C:9]3[CH:10]=[C:11]([C:20]([F:23])([F:22])[F:21])[C:12]([O:45][CH2:44][C:46]([F:49])([F:48])[F:47])=[CH:13][C:8]=3[N:7]=2)[CH:34]=[CH:33][CH:32]=1. Procedure: The title compound was prepared from [2-{3-[3-(4-methyl-pyridin-3-yl)-phenyl]-3-oxo-propionylamino}-5-(2,2,2-trifluoro-ethoxy)-4-trifluoromethyl-phenyl]-carbamic acid tert-butyl ester (Example M212) (304 mg, 0.545 mmol) by treatment with TFA in CH2Cl2 according to the general procedure N. Obtained as an off-white solid (180 mg, 60%). Reactants: ClC1=C(C=C(C=N1)NCC1=CC=C(C=C1)OC)C(F)(F)F (6-chloro-N-(4-methoxybenzyl)-5-(trifluoromethyl)pyridin-3-amine), CN(C)C=O (DMF). Yields the product COC1=CC=C(CNC=2C=C(C(=NC2)C#N)C(F)(F)F)C=C1 (5((4-methoxybenzyl)amino)-3-(trifluoromethyl)picolinonitrile). Reaction SMILES: Cl[C:2]1[N:7]=[CH:6][C:5]([NH:8][CH2:9][C:10]2[CH:15]=[CH:14][C:13]([O:16][CH3:17])=[CH:12][CH:11]=2)=[CH:4][C:3]=1[C:18]([F:21])([F:20])[F:19].[CH3:22][N:23](C=O)C>[C-]#N.[C-]#N.[Zn+2].C1C=CC(P(C2C=CC=CC=2)[C-]2C=CC=C2)=CC=1.C1C=CC(P(C2C=CC=CC=2)[C-]2C=CC=C2)=CC=1.[Fe+2].C1C=CC(/C=C/C(/C=C/C2C=CC=CC=2)=O)=CC=1.C1C=CC(/C=C/C(/C=C/C2C=CC=CC=2)=O)=CC=1.C1C=CC(/C=C/C(/C=C/C2C=CC=CC=2)=O)=CC=1.[Pd].[Pd]>[CH3:17][O:16][C:13]1[CH:14]=[CH:15][C:10]([CH2:9][NH:8][C:5]2[CH:4]=[C:3]([C:18]([F:21])([F:20])[F:19])[C:2]([C:22]#[N:23])=[N:7][CH:6]=2)=[CH:11][CH:12]=1 |f:2.3.4,5.6.7,8.9.10.11.12|. Reagents/catalysts: [C-]#N.[C-]#N.[Zn+2] (Zn(CN)2), C1=CC=C(C=C1)P([C-]2C=CC=C2)C3=CC=CC=C3.C1=CC=C(C=C1)P([C-]2C=CC=C2)C3=CC=CC=C3.[Fe+2] (dppf), C=1C=CC(=CC1)/C=C/C(=O)/C=C/C2=CC=CC=C2.C=1C=CC(=CC1)/C=C/C(=O)/C=C/C2=CC=CC=C2.C=1C=CC(=CC1)/C=C/C(=O)/C=C/C2=CC=CC=C2.[Pd].[Pd] (Pd2(dba)3). Procedure details: An oil bath was preheated to 180° C. A mixture of 6-chloro-N-(4-methoxybenzyl)-5-(trifluoromethyl)pyridin-3-amine (19.45 g, 61.55 mmol), Zn(CN)2 (8.7 g, 73.86 mmol), and dppf (6.8 g, 12.31 mmol) in DMF (250 mL) was stirred at room temperature while bubbling nitrogen for 5 min. Pd2(dba)3 (2.8 g, 3.07 mmol, 0.05 eq.) was then added and the reaction mixture was placed inside the pre-heated bath. The bath temperature dropped to 160° C. The mixture started refluxing when the bath temperature reached ... Starting materials: C1(=CC=CC=C1)CCC(=O)O (3-phenylpropionic acid), ClC=1C=C(C=CC1)C1=NC(=NC(=C1N)C)SC (4-(3-chlorophenyl)-6-methyl-2-(methylthio)-5-pyrimidinamine), N1=CC=CC=C1 (pyridine), CN(C)C=O (DMF). The solvent is S(=O)(Cl)Cl (thionyl chloride). Run at time 3 hour. Yields the product ClC=1C=C(C=CC1)C1=NC(=NC(=C1NC(CCC1=CC=CC=C1)=O)C)SC (N-[4-(3-chlorophenyl)-6-methyl-2-(methylthio)-5-pyrimidinyl]-3-phenylpropanamide). Reaction SMILES: [C:1]1([CH2:7][CH2:8][C:9]([OH:11])=O)[CH:6]=[CH:5][CH:4]=[CH:3][CH:2]=1.CN(C=O)C.[Cl:17][C:18]1[CH:19]=[C:20]([C:24]2[C:29]([NH2:30])=[C:28]([CH3:31])[N:27]=[C:26]([S:32][CH3:33])[N:25]=2)[CH:21]=[CH:22][CH:23]=1.N1C=CC=CC=1>S(Cl)(Cl)=O>[Cl:17][C:18]1[CH:19]=[C:20]([C:24]2[C:29]([NH:30][C:9](=[O:11])[CH2:8][CH2:7][C:1]3[CH:2]=[CH:3][CH:4]=[CH:5][CH:6]=3)=[C:28]([CH3:31])[N:27]=[C:26]([S:32][CH3:33])[N:25]=2)[CH:21]=[CH:22][CH:23]=1. Procedure details: 51.4 mg (0.342 mmol) of 3-phenylpropionic acid was dissolved in 1 ml of thionyl chloride. A catalytic amount of DMF was added and stirred at room temperature for 3 hours. After the solvent was evaporated under reduced pressure, 45.4 mg (0.171 mmol) of 4-(3-chlorophenyl)-6-methyl-2-(methylthio)-5-pyrimidinamine and 1 ml of pyridine were added and stirred at 50° C. overnight. After the solvent was evaporated under reduced pressure, the reaction mixture was diluted with ethyl acetate and washed wit... The product is BrCCCCCCCCCCC(=O)NC1=CC=C(C=C1)O (11-Bromo-N-(4-hydroxyphenyl)undecanamide). Solvent: O1CCOCC1 (dioxane). Conditions: time 30 minute. As a reaction SMILES: [Br:1][CH2:2][CH2:3][CH2:4][CH2:5][CH2:6][CH2:7][CH2:8][CH2:9][CH2:10][CH2:11][C:12]([OH:14])=O.S(Cl)(Cl)=O.[NH2:19][C:20]1[CH:25]=[CH:24][C:23]([OH:26])=[CH:22][CH:21]=1>O1CCOCC1>[Br:1][CH2:2][CH2:3][CH2:4][CH2:5][CH2:6][CH2:7][CH2:8][CH2:9][CH2:10][CH2:11][C:12]([NH:19][C:20]1[CH:25]=[CH:24][C:23]([OH:26])=[CH:22][CH:21]=1)=[O:14]. Procedure details: A mixture of 94.7 g (0.357 mol) of 11-bromoundecanoic acid and 70 ml of thionyl chloride was heated with a 90° oil bath until gas evolution had essentially stopped. Excess thionyl chloride was distilled from the reaction mixture under aspirator vacuum. Toluene (50 ml) was added and this was also distilled under aspirator vacuum. The cooled reaction mixture was then added to a slurry of 78.0 g (0.715 mol) of 4-aminophenol in 500 ml of dioxane. After stirring for 30 min the mixture was filtered an... Reactants: BrCCCCCCCCCCC(=O)O (11-bromoundecanoic acid), S(=O)(Cl)Cl (thionyl chloride), NC1=CC=C(C=C1)O (4-aminophenol). RXN SMILES: [C:1]([O:2][C:3](=[O:4])[N:8]1[CH:9]([C:13]([NH:14][c:15]2[cH:16][cH:17][c:18]([C:21]#[N:22])[cH:19][cH:20]2)=[O:23])[CH2:10][CH2:11][CH2:12]1)([CH3:5])([CH3:6])[CH3:7].[Cl:31][CH2:32][Cl:33].[OH:24][C:25]([C:26]([F:27])([F:28])[F:29])=[O:30]>>[NH:8]1[CH:9]([C:13]([NH:14][c:15]2[cH:16][cH:17][c:18]([C:21]#[N:22])[cH:19][cH:20]2)=[O:23])[CH2:10][CH2:11][CH2:12]1. Product: N#Cc1ccc(NC(=O)C2CCCN2)cc1. Reactants: CC(C)(C)OC(=O)N1CCCC1C(=O)Nc1ccc(C#N)cc1, ClCCl, O=C(O)C(F)(F)F. Reactants: O=[N+]([O-])[O-].[O-][N+]([O-])=O.[O-][N+]([O-])=O.[O-][N+]([O-])=O.[O-][N+]([O-])=O.[O-][N+]([O-])=O.[Ce+4].[NH4+].[NH4+] (CAN), C(=O)([O-])[O-].[K+].[K+] (K2CO3), OC=1C(=C2CCC(OC2=C(C1C)C)(C(=O)NCC1=NC=CC=C1)C)C (6-hydroxy-2,5,7,8-tetramethyl-N-(pyridin-2-ylmethyl)chroman-2-carboxamide), C(=O)(O)[O-].[Na+] (NaHCO3). The solvent is C(=O)(C)C#N (AcCN), CCOC(=O)C (EtOAc). The product is OC(C(=O)NCC1=NC=CC=C1)(CCC1=C(C(C(=C(C1=O)C)C)=O)C)C (2-hydroxy-2-methyl-N-(pyridin-2-ylmethyl)-4-(2,4,5-trimethyl-3,6-dioxocyclohexa-1,4-dienyl)butanamide). RXN SMILES: [OH:1][C:2]1[C:3]([CH3:25])=[C:4]2[C:9](=[C:10]([CH3:13])[C:11]=1[CH3:12])[O:8][C:7]([CH3:24])([C:14]([NH:16][CH2:17][C:18]1[CH:23]=[CH:22][CH:21]=[CH:20][N:19]=1)=[O:15])[CH2:6][CH2:5]2.[O:26]=[N+]([O-])[O-].[O-][N+](=O)[O-].[O-][N+](=O)[O-].[O-][N+](=O)[O-].[O-][N+](=O)[O-].[O-][N+](=O)[O-].[Ce+4].[NH4+].[NH4+].C([O-])(O)=O.[Na+].C([O-])([O-])=O.[K+].[K+]>C(C#N)(C)=O.CCOC(C)=O>[OH:26][C:7]([CH3:24])([CH2:6][CH2:5][C:4]1[C:9](=[O:8])[C:10]([CH3:13])=[C:11]([CH3:12])[C:2](=[O:1])[C:3]=1[CH3:25])[C:14]([NH:16][CH2:17][C:18]1[CH:23]=[CH:22][CH:21]=[CH:20][N:19]=1)=[O:15] |f:1.2.3.4.5.6.7.8.9,10.11,12.13.14|. Procedure: A solution of 6-hydroxy-2,5,7,8-tetramethyl-N-(pyridin-2-ylmethyl)chroman-2-carboxamide (104 mg, 0.307 mmol) in 4 mL AcCN was chilled to 0° C. and CAN (370 mg in 2 mL H2O) added followed by 8 mL EtOAc, 4 mL 1.0 M NaHCO3 and 250 mg K2CO3. The emulsion was extracted 5×4 mL EtOAc and the combined organics washed 2×4 mL saturated NaCl, dried over Na2SO4 and concentrated to yellow oil. Flash chromatography yielded 2-hydroxy-2-methyl-N-(pyridin-2-ylmethyl)-4-(2,4,5-trimethyl-3,6-dioxocyclohexa-1,4-die...